This data is from the Open Reaction Database (ORD), a public repository of structured organic reaction records. The task is: describe an organic reaction: reactants, conditions, products, and yield The reactants are [OH-].[NH4+] (Ammonium hydroxide), C(C1=CC=CC=C1)C#N (benzyl cyanide), polyphosphoric acid, ClC1=C(C=O)C=CC=C1 (2-Chlorobenzaldehyde). Solvent: O (water). Conditions: temperature 80 celsius, time 45 minute. Yields the product ClC1=C(C=CC=C1)C1NC(CC2=CC=CC=C12)=O (1-(2-chlorophenyl)-1,4-dihyroisoquinol-3-one). Yield: 47.0%. Reaction SMILES: [CH2:1]([C:8]#[N:9])[C:2]1[CH:7]=[CH:6][CH:5]=[CH:4][CH:3]=1.[Cl:10][C:11]1[CH:18]=[CH:17][CH:16]=[CH:15][C:12]=1[CH:13]=O.[OH-:19].[NH4+]>O>[Cl:10][C:11]1[CH:18]=[CH:17][CH:16]=[CH:15][C:12]=1[CH:13]1[C:7]2[C:2](=[CH:3][CH:4]=[CH:5][CH:6]=2)[CH2:1][C:8](=[O:19])[NH:9]1 |f:2.3|. Procedure: This material was prepared in a similar manner to that described in Acta Chimica Academiae Scientiarum Hungaricae 1969, 60(1-2), 177. Thus a mixture of benzyl cyanide (40 g, 342 mmol) and polyphosphoric acid (200 g) was heated and stirred at 80° C. for 45 minutes. 2-Chlorobenzaldehyde (24 g, 171 mmol) was added with very vigorous stirring over 25 minutes. The mixture was heated to 135° C. for 31/2 h, cooled to 100° C. and poured into water (450 ml). 0.88 Ammonium hydroxide (600 ml) was added and... The reactants are C(OC(C(COCC1=CC=CC=C1)O)COCC1=CC=CC=C1)(OC=1C(=C2CCC(OC2=C(C1C)C)(CCCC(CCCC(CCCC(C)C)C)C)C)C)=O (3-benzyloxy-1-benzyloxymethyl-2-hydroxypropyl 2,5,7,8-tetramethyl-2-(4',8', 12'-trimethyltridecyl)-6-chromanyl carbonate), [H][H] (hydrogen), C(C)O (ethanol), [H][H] (hydrogen). The reagents and catalysts are [C].[Pd] (palladium carbon). Solvent: C(C)(=O)O (acetic acid). Product: C(OC(C(CO)O)CO)(OC=1C(=C2CCC(OC2=C(C1C)C)(CCCC(CCCC(CCCC(C)C)C)C)C)C)=O (2,3-dihydroxy-1-hydroxymethylpropyl 2,5,7,8-tetramethyl-2-(4',8', 12'-trimethyl-tridecyl)-6-chromanyl carbonate). Isolated yield 128.2%. As a reaction SMILES: [C:1](=[O:55])([O:24][C:25]1[C:26]([CH3:54])=[C:27]2[C:32](=[C:33]([CH3:36])[C:34]=1[CH3:35])[O:31][C:30]([CH3:53])([CH2:37][CH2:38][CH2:39][CH:40]([CH3:52])[CH2:41][CH2:42][CH2:43][CH:44]([CH3:51])[CH2:45][CH2:46][CH2:47][CH:48]([CH3:50])[CH3:49])[CH2:29][CH2:28]2)[O:2][CH:3]([CH2:15][O:16]CC1C=CC=CC=1)[CH:4]([OH:14])[CH2:5][O:6]CC1C=CC=CC=1.C(O)C.[H][H]>[C].[Pd].C(O)(=O)C>[C:1](=[O:55])([O:24][C:25]1[C:26]([CH3:54])=[C:27]2[C:32](=[C:33]([CH3:36])[C:34]=1[CH3:35])[O:31][C:30]([CH3:53])([CH2:37][CH2:38][CH2:39][CH:40]([CH3:52])[CH2:41][CH2:42][CH2:43][CH:44]([CH3:51])[CH2:45][CH2:46][CH2:47][CH:48]([CH3:49])[CH3:50])[CH2:29][CH2:28]2)[O:2][CH:3]([CH2:15][OH:16])[CH:4]([OH:14])[CH2:5][OH:6] |f:3.4|. Procedure details: A mixture comprising 4.4 g of 3-benzyloxy-1-benzyloxymethyl-2-hydroxypropyl 2,5,7,8-tetramethyl-2-(4',8', 12'-trimethyltridecyl)-6-chromanyl carbonate, 0.5 g of 5% palladium carbon, 150 ml of ethanol and 5 ml of acetic acid was catalytically reduced in a hydrogen gas stream of 4 kg/cm2 until no hydrogen was absorbed any more (approximately 6 hours). After filtering off the catalyst, the filtrate was concentrated to thereby reduce the amount to approximately 1/3. Then it was poured into water and... The reactants are CC(C)(C)OC(=O)NC1=NC2(c3cc(Br)c(F)cc3F)CCOCC2CS1, O=C([O-])[O-], COCCOC, CCO, [Cs+], [Cs+], O, OB(O)c1cncnc1. Product: CC(C)(C)OC(=O)NC1=NC2(c3cc(-c4cncnc4)c(F)cc3F)CCOCC2CS1. As a reaction SMILES: [Br:1][c:2]1[c:3]([F:27])[cH:4][c:5]([F:26])[c:6]([C:8]23[N:9]=[C:10]([NH:18][C:19]([O:20][C:21]([CH3:22])([CH3:23])[CH3:24])=[O:25])[S:11][CH2:12][CH:13]2[CH2:14][O:15][CH2:16][CH2:17]3)[cH:7]1.[C:37](=[O:38])([O-:39])[O-:40].[CH3:43][O:44][CH2:45][CH2:46][O:47][CH3:48].[CH3:49][CH2:50][OH:51].[Cs+:41].[Cs+:42].[OH2:52].[n:28]1[cH:29][n:30][cH:31][c:32]([B:34]([OH:35])[OH:36])[cH:33]1>>[c:2]1(-[c:32]2[cH:31][n:30][cH:29][n:28][cH:33]2)[c:3]([F:27])[cH:4][c:5]([F:26])[c:6]([C:8]23[N:9]=[C:10]([NH:18][C:19]([O:20][C:21]([CH3:22])([CH3:23])[CH3:24])=[O:25])[S:11][CH2:12][CH:13]2[CH2:14][O:15][CH2:16][CH2:17]3)[cH:7]1. The reactants are ClC=1C=C(C=CC1)C=1N=C(C2=C(N1)CCCS2)NC2=CC=C(C=C2)CC(=O)NC#N (2-[4-[[2-(3-Chlorophenyl)-7,8-dihydro-6H-thiopyrano[3,2-d]pyrimidin-4-yl]amino]phenyl]-N-cyano-acetamide), OOS(=O)[O-].[K+] (oxone), C1CCOC1 (THF). The solvent is O (water). Conditions: time 8 hour. The product is ClC=1C=C(C=CC1)C=1N=C(C2=C(N1)CCCS2(=O)=O)NC2=CC=C(C=C2)CC(=O)NC#N (2-[4-[[2-(3-Chlorophenyl)-5,5-dioxo-7,8-dihydro-6H-thiopyrano[3,2-d]pyrimidin-4-yl]amino]phenyl]-N-cyano-acetamide), solid. Yield: 53.0%. RXN SMILES: [Cl:1][C:2]1[CH:3]=[C:4]([C:8]2[N:9]=[C:10]([NH:18][C:19]3[CH:24]=[CH:23][C:22]([CH2:25][C:26]([NH:28][C:29]#[N:30])=[O:27])=[CH:21][CH:20]=3)[C:11]3S[CH2:16][CH2:15][CH2:14][C:12]=3[N:13]=2)[CH:5]=[CH:6][CH:7]=1.O[O:32][S:33]([O-:35])=O.[K+].C1COCC1>O>[Cl:1][C:2]1[CH:3]=[C:4]([C:8]2[N:9]=[C:10]([NH:18][C:19]3[CH:20]=[CH:21][C:22]([CH2:25][C:26]([NH:28][C:29]#[N:30])=[O:27])=[CH:23][CH:24]=3)[C:11]3[S:33](=[O:35])(=[O:32])[CH2:16][CH2:15][CH2:14][C:12]=3[N:13]=2)[CH:5]=[CH:6][CH:7]=1 |f:1.2|. Procedure details: A 18-mL vial was charged with 2-[4-[[2-(3-Chlorophenyl)-7,8-dihydro-6H-thiopyrano[3,2-d]pyrimidin-4-yl]amino]phenyl]-N-cyano-acetamide (19 mg, 0.044 mmol, 1 eq.), oxone (55 mg, 0.18 mmol, 4 eq.), THF (3 ml) and water (3 ml). The clear solution was stirred at room temperature overnight. The volatile material was removed under reduced pressure and the residue was treated with sodium bicarbonate solution. Solid was collected by filtration and washed with water. After drying, the title compound was ... Reactants: O=C([O-])[O-], CC(=O)[O-], CC(=O)[O-], CC[N+](CC)(CC)CC, CS(C)=O, CC#N, [Cl-], Clc1ccc(OCCc2ccsc2)c(I)n1, ClCCl, [K+], [K+], [Pd+2], c1ccc(P(c2ccccc2)c2ccccc2)cc1. Yields the product Clc1ccc2c(n1)-c1sccc1CCO2. RXN SMILES: [C:17](=[O:18])([O-:19])[O-:20].[C:62]([O-:63])(=[O:64])[CH3:65].[C:67]([O-:68])(=[O:69])[CH3:70].[CH2:50]([N+:51]([CH2:52][CH3:53])([CH2:54][CH3:55])[CH2:56][CH3:57])[CH3:58].[CH3:42][S:43]([CH3:44])=[O:45].[CH3:46][C:47]#[N:48].[Cl-:49].[Cl:1][c:2]1[cH:3][cH:4][c:5]([O:9][CH2:10][CH2:11][c:12]2[cH:13][s:14][cH:15][cH:16]2)[c:6]([I:8])[n:7]1.[Cl:59][CH2:60][Cl:61].[K+:21].[K+:22].[Pd+2:66].[c:23]1([P:24]([c:25]2[cH:26][cH:27][cH:28][cH:29][cH:30]2)[c:31]2[cH:32][cH:33][cH:34][cH:35][cH:36]2)[cH:37][cH:38][cH:39][cH:40][cH:41]1>>[Cl:1][c:2]1[cH:3][cH:4][c:5]2[c:6]([n:7]1)-[c:13]1[c:12]([cH:16][cH:15][s:14]1)[CH2:11][CH2:10][O:9]2. The reactants are [O-]CC.[Na+] (sodium ethoxide), CN(C)C=C(C(=O)C1=CC(=CC=C1)C(F)(F)F)C1=NC(=NC=C1)SC (dimethylamino-2-(2-methylsulfanylpyrimidin-4-yl)-1-(3-trifluoromethylphenyl)-prop-2-en-1-one), C(#N)CC(=O)N (cyanoacetamide). Run in C(C)O (ethanol), C(C)O (ethanol), C(C)O (ethanol). Conditions: time 5 minute. The product is CSC1=NC=CC(=N1)C=1C=C(C(NC1C1=CC(=CC=C1)C(F)(F)F)=O)C#N (5-(2-methylsulfanylpyrimidin-4-yl)-2-oxo-6-(3-trifluoromethylphenyl)-1,2-dihydropyridine-3-carbonitrile). Isolated yield 64.4%. RXN SMILES: [C:1]([CH2:3][C:4]([NH2:6])=[O:5])#[N:2].[O-]CC.[Na+].CN([CH:14]=[C:15]([C:28]1[CH:33]=[CH:32][N:31]=[C:30]([S:34][CH3:35])[N:29]=1)[C:16]([C:18]1[CH:23]=[CH:22][CH:21]=[C:20]([C:24]([F:27])([F:26])[F:25])[CH:19]=1)=O)C>C(O)C>[CH3:35][S:34][C:30]1[N:29]=[C:28]([C:15]2[CH:14]=[C:3]([C:1]#[N:2])[C:4](=[O:5])[NH:6][C:16]=2[C:18]2[CH:23]=[CH:22][CH:21]=[C:20]([C:24]([F:27])([F:26])[F:25])[CH:19]=2)[CH:33]=[CH:32][N:31]=1 |f:1.2|. Reported procedure: To a mixture of cyanoacetamide (1.42 gm, 0.0169 mole) in ethanol (20 mL) was added a solution of sodium ethoxide (6.3 mL, 21 wt % solution, 0.0169 mole) in ethanol. The mixture was stirred for 5 minutes and dimethylamino-2-(2-methylsulfanylpyrimidin-4-yl)-1-(3-trifluoromethylphenyl)-prop-2-en-1-one (5.88 gm, 0.0160 mole) in ethanol (40 mL) added. The reaction was stirred for 18 hrs at room temperature and then concentrated to an oil. The oil was dissolved in ethyl acetate (50 mL) and water (50 m...